Dataset: the Open Reaction Database (ORD), a public repository of structured organic reaction records. Task: describe an organic reaction: reactants, conditions, products, and yield RXN SMILES: [Cl:1][c:2]1[c:3]([C:40]([F:41])([F:42])[F:43])[cH:4][c:5]([S:8](=[O:9])(=[O:10])[N:11]([CH2:12][O:13][CH3:14])[c:15]2[c:16]([CH:22]([c:23]3[c:24]4[c:25]([n:26][cH:27][cH:28]3)[n:29]([Si:32]([CH3:33])([CH3:34])[C:35]([CH3:36])([CH3:37])[CH3:38])[cH:30][cH:31]4)[OH:39])[cH:17][cH:18][c:19]([Cl:21])[cH:20]2)[cH:6][cH:7]1.[Cl:56][CH2:57][Cl:58].[Na+:44].[Na+:45].[Na+:55].[O-:46][S:47]([O-:48])(=[S:49])=[O:50].[O-:51][C:52]([OH:53])=[O:54]>>[Cl:1][c:2]1[c:3]([C:40]([F:41])([F:42])[F:43])[cH:4][c:5]([S:8](=[O:9])(=[O:10])[N:11]([CH2:12][O:13][CH3:14])[c:15]2[c:16]([C:22]([c:23]3[c:24]4[c:25]([n:26][cH:27][cH:28]3)[n:29]([Si:32]([CH3:33])([CH3:34])[C:35]([CH3:36])([CH3:37])[CH3:38])[cH:30][cH:31]4)=[O:39])[cH:17][cH:18][c:19]([Cl:21])[cH:20]2)[cH:6][cH:7]1. Yields the product COCN(c1cc(Cl)ccc1C(=O)c1ccnc2c1ccn2[Si](C)(C)C(C)(C)C)S(=O)(=O)c1ccc(Cl)c(C(F)(F)F)c1. The reactants are COCN(c1cc(Cl)ccc1C(O)c1ccnc2c1ccn2[Si](C)(C)C(C)(C)C)S(=O)(=O)c1ccc(Cl)c(C(F)(F)F)c1, ClCCl, [Na+], [Na+], [Na+], O=S([O-])([O-])=S, O=C([O-])O. Starting materials: [Si](C1=CC=CC=C1)(C1=CC=CC=C1)(C(C)(C)C)OC1CN(C1)C=1SC=C(N1)CN1C(CCC1=O)=O (3-t-butyldiphenylsilyloxy-1-(4-succinimidomethyl-1,3-thiazol-2-yl)azetidine), [F-].C(CCC)[N+](CCCC)(CCCC)CCCC (tetra-n-butylammonium fluoride). Solvent: O1CCCC1 (tetrahydrofuran), O1CCCC1 (tetrahydrofuran). Run at time 1 hour. The product is OC1CN(C1)C=1SC=C(N1)CN1C(CCC1=O)=O (3-hydroxy-1-(4-succinimidomethyl-1,3-thiazol-2-yl)azetidine). Yield: 48.3%. Reaction SMILES: [Si]([O:18][CH:19]1[CH2:22][N:21]([C:23]2[S:24][CH:25]=[C:26]([CH2:28][N:29]3[C:33](=[O:34])[CH2:32][CH2:31][C:30]3=[O:35])[N:27]=2)[CH2:20]1)(C(C)(C)C)(C1C=CC=CC=1)C1C=CC=CC=1.[F-].C([N+](CCCC)(CCCC)CCCC)CCC>O1CCCC1>[OH:18][CH:19]1[CH2:22][N:21]([C:23]2[S:24][CH:25]=[C:26]([CH2:28][N:29]3[C:33](=[O:34])[CH2:32][CH2:31][C:30]3=[O:35])[N:27]=2)[CH2:20]1 |f:1.2|. Procedure: To a solution of 3-t-butyldiphenylsilyloxy-1-(4-succinimidomethyl-1,3-thiazol-2-yl)azetidine (1.79 g, 3.53 mmol) (obtained as described in Reference Example 69(1)) in anhydrous tetrahydrofuran (141 ml) was added a solution of 1.0 M tetra-n-butylammonium fluoride in tetrahydrofuran (4.24 ml, 4.24 mmol) in an ice bath and the mixture was stirred in an ice bath for 1 hour. After checking the completion of the reaction, the mixture was partitioned between ethyl acetate and saturated aqueous sodium h... Conditions: time 1 hour. Yield: 91.2%. Reactants: C(CN)N (Ethylenediamine), N(=C=S)C1=C2C=CNC2=CC=C1 (4-isothiocyanatoindole). Procedure: Ethylenediamine (0.289 mL, 4.33 mmol) is added to a solution of 4-isothiocyanatoindole (0.150 g, 0.866 mmol) in methylene chloride (10 mL). The clear solution becomes cloudy within a few seconds with the formation of a white precipitate. The reaction mixture is stirred for one hour followed by the removal of most of the methylene chloride by rotary evaporation. The mixture is filtered and the white precipitate is dried to afford 0.185 g of 4-[N'-(2-aminoethyl)thioureido]indole (91% yield). Product: NCCNC(NC1=C2C=CNC2=CC=C1)=S (4-[N'-(2-aminoethyl)thioureido]indole). As a reaction SMILES: [CH2:1]([NH2:4])[CH2:2][NH2:3].[N:5]([C:8]1[CH:16]=[CH:15][CH:14]=[C:13]2[C:9]=1[CH:10]=[CH:11][NH:12]2)=[C:6]=[S:7]>C(Cl)Cl>[NH2:3][CH2:2][CH2:1][NH:4][C:6](=[S:7])[NH:5][C:8]1[CH:16]=[CH:15][CH:14]=[C:13]2[C:9]=1[CH:10]=[CH:11][NH:12]2. Run in C(Cl)Cl (methylene chloride). The reactants are BrCc1ccccc1, CC(C)=O, [K+], [K+], O=C([O-])[O-], O, Oc1ccc2ccc3cccc4ccc1c2c34. The product is c1ccc(COc2ccc3ccc4cccc5ccc2c3c45)cc1. As a reaction SMILES: [Br:18][CH2:19][c:20]1[cH:21][cH:22][cH:23][cH:24][cH:25]1.[CH3:32][C:33](=[O:34])[CH3:35].[K+:26].[K+:27].[O-:28][C:29]([O-:30])=[O:31].[OH2:36].[OH:1][c:2]1[cH:3][cH:4][c:5]2[cH:6][cH:7][c:8]3[cH:9][cH:10][cH:11][c:12]4[cH:13][cH:14][c:15]1[c:16]2[c:17]34>>[O:1]([c:2]1[cH:3][cH:4][c:5]2[cH:6][cH:7][c:8]3[cH:9][cH:10][cH:11][c:12]4[cH:13][cH:14][c:15]1[c:16]2[c:17]34)[CH2:19][c:20]1[cH:21][cH:22][cH:23][cH:24][cH:25]1. The reactants are CC1=CC(=NC=C1)SCC(=O)OCC (ethyl 2-(4-methyl-2-pyridylthio)acetate), Cl.COC1=CC(=C(C=C1)N)N (4-methoxy-1,2-phenylenediamine hydrochloride), N (ammonia). Solvent: Cl (hydrochloric acid). The product is COC1=CC2=C(N=C(N2)CSC2=NC=CC(=C2)C)C=C1 (5-methoxy-2-(4-methyl-2-pyridylthiomethyl)benzimidazole). As a reaction SMILES: [CH3:1][C:2]1[CH:7]=[CH:6][N:5]=[C:4]([S:8][CH2:9][C:10](OCC)=O)[CH:3]=1.Cl.[CH3:16][O:17][C:18]1[CH:23]=[CH:22][C:21]([NH2:24])=[C:20]([NH2:25])[CH:19]=1.N>Cl>[CH3:16][O:17][C:18]1[CH:23]=[CH:22][C:21]2[N:24]=[C:10]([CH2:9][S:8][C:4]3[CH:3]=[C:2]([CH3:1])[CH:7]=[CH:6][N:5]=3)[NH:25][C:20]=2[CH:19]=1 |f:1.2|. Reported procedure: 10.6 g of ethyl 2-(4-methyl-2-pyridylthio)acetate (0.05 mole) and 8.8 g of 4-methoxy-1,2-phenylenediamine hydrochloride (0.05 mole) in 400 ml of 6N hydrochloric acid are heated under reflux for 2 days. The mixture is allowed to cool and is neutralized with ammonia solution. It is extracted with ethyl acetate (3×100 ml), and the extract is dried (Na2SO4), filtered and concentrated to a volume of 75 ml. From this solution, 8.4 g (59%) of 5-methoxy-2-(4-methyl-2-pyridylthiomethyl)benzimidazole, mel...